The task is: describe an organic reaction: reactants, conditions, products, and yield. This data is from the Open Reaction Database (ORD), a public repository of structured organic reaction records. Reactants: CCCc1nc(C)n2c(=O)[nH]c(-c3ccccc3OCC)nc12, ClCCl, OCCN1CCNCC1, O=S(=O)(Cl)Cl. The product is CCCc1nc(C)n2c(=O)[nH]c(-c3cc(S(=O)(=O)N4CCN(CCO)CC4)ccc3OCC)nc12. As a reaction SMILES: [CH2:15]([CH3:16])[O:17][c:18]1[c:19](-[c:24]2[n:25][c:26]3[n:27]([c:28](=[O:30])[nH:29]2)[c:31]([CH3:37])[n:32][c:33]3[CH2:34][CH2:35][CH3:36])[cH:20][cH:21][cH:22][cH:23]1.[Cl:38][CH2:39][Cl:40].[OH:1][CH2:2][CH2:3][N:4]1[CH2:5][CH2:6][NH:7][CH2:8][CH2:9]1.[S:10](=[O:11])(=[O:12])([Cl:13])[Cl:14]>>[OH:1][CH2:2][CH2:3][N:4]1[CH2:5][CH2:6][N:7]([S:10](=[O:11])(=[O:12])[c:21]2[cH:20][c:19](-[c:24]3[n:25][c:26]4[n:27]([c:28](=[O:30])[nH:29]3)[c:31]([CH3:37])[n:32][c:33]4[CH2:34][CH2:35][CH3:36])[c:18]([O:17][CH2:15][CH3:16])[cH:23][cH:22]2)[CH2:8][CH2:9]1. The reactants are Cl.OC[C@@H]1N(CCC1)CCC=1OC(=O)C2=CC=CC(=C2C1)C ((R)-3-[2-(2-hydroxymethylpyrrolidin-1-yl)ethyl]-5-methylisocoumarin hydrochloride), [OH-].[Na+] (sodium hydroxide), solution, C([O-])([O-])=O.[NH4+].[NH4+] (ammonium carbonate). Run in C(C)(=O)O (acetic acid). The product is OC[C@@H]1N(CCC1)CCC=1NC(C2=CC=CC(=C2C1)C)=O ((R)-3-[2-(2-hydroxymethylpyrrolidin-1-yl)ethyl]-5-methyl-2H-isoquinolin-1-one). Yield: 75.7%. RXN SMILES: Cl.[OH:2][CH2:3][C@H:4]1[CH2:8][CH2:7][CH2:6][N:5]1[CH2:9][CH2:10][C:11]1[O:12][C:13]([C:15]2[C:20]([CH:21]=1)=[C:19]([CH3:22])[CH:18]=[CH:17][CH:16]=2)=O.C(=O)([O-])[O-].[NH4+:27].[NH4+].[OH-].[Na+]>C(O)(=O)C>[OH:2][CH2:3][C@H:4]1[CH2:8][CH2:7][CH2:6][N:5]1[CH2:9][CH2:10][C:11]1[NH:27][C:13](=[O:12])[C:15]2[C:20]([CH:21]=1)=[C:19]([CH3:22])[CH:18]=[CH:17][CH:16]=2 |f:0.1,2.3.4,5.6|. Reported procedure: (R)-3-[2-(2-hydroxymethylpyrrolidin-1-yl)ethyl]-5-methylisocoumarin hydrochloride (62 g) and acetic acid (186 mL) were added and ammonium carbonate (74.4 g) was gradually added to the mixture with stirring. After bubbling, the reaction mixture was heated and stirred at 130° C. for 2 hr with heating. After the completion of the reaction, the reaction mixture was cooled to room temperature and aqueous sodium hydroxide (140 g) solution (200 mL) was added. The mixture was stirred at 80° C., and afte... Starting materials: ClC=1N=CC2=C(C=CC3=C(N(C2)C(C)=O)C=CC=C3)C1 (1-(3-chloro-12H-2,11-diaza-dibenzo[a,e]cycloocten-11-yl)-ethanone), COC1=NC=C(C=C1)B1OC(C(O1)(C)C)(C)C (2-methoxy-5-(4,4,5,5-tetramethyl-[1,3,2]dioxaborolan-2-yl)-pyridine), C(C)(=O)N1CC2=C(C=CC3=C1C=CC=C3)N=C(C(=C2)F)C=2C=NC(=CC2)OC (6-Acetyl-3-fluoro-5,6-dihydro-2-(6-methoxy-3-pyridinyl)-pyrido[3,2-c][1]benzazocine). The product is C(C)(=O)N1CC2=C(C=CC3=C1C=CC=C3)C=C(N=C2)C=2C=NC(=CC2)OC (11-Acetyl-11,12-dihydro-3-(6-methoxy-3-pyridinyl)pyrido[3,4-c][1]benzazocine). Isolated yield 65.0%. Reaction SMILES: ClC1N=CC2CN(C(=O)C)C3C=CC=CC=3C=CC=2C=1.COC1C=CC(B2OC(C)(C)C(C)(C)O2)=CN=1.[C:38]([N:41]1[C:48]2[CH:49]=[CH:50][CH:51]=[CH:52][C:47]=2[CH:46]=[CH:45][C:44]2[N:53]=[C:54]([C:58]3[CH:59]=[N:60][C:61]([O:64][CH3:65])=[CH:62][CH:63]=3)[C:55](F)=[CH:56][C:43]=2[CH2:42]1)(=[O:40])[CH3:39]>>[C:38]([N:41]1[C:48]2[CH:49]=[CH:50][CH:51]=[CH:52][C:47]=2[CH:46]=[CH:45][C:56]2[CH:55]=[C:54]([C:58]3[CH:59]=[N:60][C:61]([O:64][CH3:65])=[CH:62][CH:63]=3)[N:53]=[CH:44][C:43]=2[CH2:42]1)(=[O:40])[CH3:39]. Reported procedure: The title compound (16.3 mg, 65%) was prepared from 41D (20 mg, 0.07 mmol) and 2A (24.7 mg, 0.105 mmol) by a route analogous to that used for the preparation of 2B. HPLC Rt=2.453 min; LCMS Found: (M+H)+=358. Isolated yield 83.5%. Reported procedure: Phthalimide (892 mg, 6.01 mmol) was dissolved in DMF (10 mL) followed by addition of 3-(chloromethyl)-1,2,4-oxadiazole (713 mg, 6.01 mmol), cesium carbonate (2.95 g, 9.02 mmol) and tetrabutylammonium iodide (3.35 g, 8.02 mmol), and then the mixture was stirred at room temperature for 2.5 hours. Water was added to the reaction mixture, and the resulting precipitate was collected by filtration and dried under reduced pressure to give N-(1,2,4-oxadiazol-3-ylmethyl)phthalimide (1.15 g; yield 83%). The product is O1N=C(N=C1)CN1C(C=2C(C1=O)=CC=CC2)=O (N-(1,2,4-oxadiazol-3-ylmethyl)phthalimide). RXN SMILES: [C:1]1(=[O:11])[NH:5][C:4](=[O:6])[C:3]2=[CH:7][CH:8]=[CH:9][CH:10]=[C:2]12.Cl[CH2:13][C:14]1[N:18]=[CH:17][O:16][N:15]=1.C(=O)([O-])[O-].[Cs+].[Cs+].O>CN(C=O)C.[I-].C([N+](CCCC)(CCCC)CCCC)CCC>[O:16]1[CH:17]=[N:18][C:14]([CH2:13][N:5]2[C:1](=[O:11])[C:2]3=[CH:10][CH:9]=[CH:8][CH:7]=[C:3]3[C:4]2=[O:6])=[N:15]1 |f:2.3.4,7.8|. Starting materials: O (Water), C1(C=2C(C(N1)=O)=CC=CC2)=O (Phthalimide), ClCC1=NOC=N1 (3-(chloromethyl)-1,2,4-oxadiazole), C([O-])([O-])=O.[Cs+].[Cs+] (cesium carbonate). Reaction conditions: time 2.5 hour. Run in CN(C)C=O (DMF). The reagents and catalysts are [I-].C(CCC)[N+](CCCC)(CCCC)CCCC (tetrabutylammonium iodide). The product is CC(C)(C)OC(=O)NCCC(=O)c1nccs1. Reactants: Brc1nccs1, [Li]CCCC, COCNC(=O)CCNC(=O)OC(C)(C)C, CCOC(C)=O, CCCC(C)C, C1CCOC1. Reaction SMILES: [Br:1][c:2]1[s:3][cH:4][cH:5][n:6]1.[CH2:7]([Li:8])[CH2:9][CH2:10][CH3:11].[CH3:12][C:13]([CH3:14])([CH3:15])[O:16][C:17]([NH:18][CH2:19][CH2:20][C:21](=[O:22])[NH:23][CH2:24][O:25][CH3:26])=[O:27].[CH3:28][CH2:29][O:30][C:31](=[O:32])[CH3:33].[CH3:39][CH2:40][CH2:41][CH:42]([CH3:43])[CH3:44].[O:34]1[CH2:35][CH2:36][CH2:37][CH2:38]1>>[c:2]1([C:21]([CH2:20][CH2:19][NH:18][C:17]([O:16][C:13]([CH3:12])([CH3:14])[CH3:15])=[O:27])=[O:22])[s:3][cH:4][cH:5][n:6]1.